From a dataset of the Open Reaction Database (ORD), a public repository of structured organic reaction records. describe an organic reaction: reactants, conditions, products, and yield Starting materials: CC1=CC=C(C=C1)S(=O)(=O)OCC1(CN2C=3C1=C(C=NC3C=CC2=O)F)O ([(4R/S)-3-fluoro-4-hydroxy-7-oxo-4,5-dihydro-7H-pyrrolo[3,2,1-de]-1,5-naphthyridin-4-yl]methyl 4-methylbenzenesulfonate), O1CCOC=2C=NC(=CC21)CN(C(OC(C)(C)C)=O)C2CCNCC2 (1,1-dimethylethyl (2,3-dihydro[1,4]dioxino[2,3-c]pyridin-7-ylmethyl)-4-piperidinylcarbamate), C([O-])([O-])=O.[Na+].[Na+] (sodium carbonate). Solvent: C(C)O (ethanol). Conditions: time 8 hour. Product: O1CCOC=2C=NC(=CC21)CN(C(OC(C)(C)C)=O)C2CCN(CC2)CC2(CN1C=3C2=C(C=NC3C=CC1=O)F)O (1,1-Dimethylethyl (2,3-dihydro[1,4]dioxino[2,3-c]pyridin-7-ylmethyl)(1-{[(4R/S)-3-fluoro-4-hydroxy-7-oxo-4,5-dihydro-7H-pyrrolo[3,2,1-de]-1,5-naphthyridin-4-yl]methyl}-4-piperidinyl)carbamate). Reaction SMILES: CC1C=CC(S(O[CH2:12][C:13]2([OH:27])[C:17]3=[C:18]([F:26])[CH:19]=[N:20][C:21]4[CH:22]=[CH:23][C:24](=[O:25])[N:15]([C:16]=43)[CH2:14]2)(=O)=O)=CC=1.[O:28]1[C:37]2[CH:36]=[C:35]([CH2:38][N:39]([CH:47]3[CH2:52][CH2:51][NH:50][CH2:49][CH2:48]3)[C:40](=[O:46])[O:41][C:42]([CH3:45])([CH3:44])[CH3:43])[N:34]=[CH:33][C:32]=2[O:31][CH2:30][CH2:29]1.C(=O)([O-])[O-].[Na+].[Na+]>C(O)C>[O:28]1[C:37]2[CH:36]=[C:35]([CH2:38][N:39]([CH:47]3[CH2:52][CH2:51][N:50]([CH2:12][C:13]4([OH:27])[C:17]5=[C:18]([F:26])[CH:19]=[N:20][C:21]6[CH:22]=[CH:23][C:24](=[O:25])[N:15]([C:16]=65)[CH2:14]4)[CH2:49][CH2:48]3)[C:40](=[O:46])[O:41][C:42]([CH3:45])([CH3:44])[CH3:43])[N:34]=[CH:33][C:32]=2[O:31][CH2:30][CH2:29]1 |f:2.3.4|. Procedure details: A mixture of [(4R/S)-3-fluoro-4-hydroxy-7-oxo-4,5-dihydro-7H-pyrrolo[3,2,1-de]-1,5-naphthyridin-4-yl]methyl 4-methylbenzenesulfonate (100 mg, 0.25 mmol), 1,1-dimethylethyl (2,3-dihydro[1,4]dioxino[2,3-c]pyridin-7-ylmethyl)-4-piperidinylcarbamate (84 mg, 0.24 mmol) (for a synthesis, see WO2004058144, Example 99(h)), sodium carbonate (77 mg, 0.7 mmol) and ethanol (2.5 ml) was stirred at room temperature overnight then evaporated under vacuum. The residue was treated with water and the mixture extr...